Dataset: the Open Reaction Database (ORD), a public repository of structured organic reaction records. Task: describe an organic reaction: reactants, conditions, products, and yield Reactants: FC=1C=CC(=C(C(=O)OC)C1)OCC#CC1=CC=C(C=C1)C(F)(F)F (methyl 5-fluoro-2-[3-(4-trifluoromethylphenyl)prop-2-ynyloxy]benzoate), [OH-].[Li+] (lithium hydroxide). Solvent: CO (methanol), O (water). Reaction conditions: time 12 hour. Product: FC=1C=CC(=C(C(=O)O)C1)OCC#CC1=CC=C(C=C1)C(F)(F)F (5-Fluoro-2-[3-(4-trifluoromethylphenyl)prop-2-ynyloxy]benzoic acid). RXN SMILES: [F:1][C:2]1[CH:3]=[CH:4][C:5]([O:12][CH2:13][C:14]#[C:15][C:16]2[CH:21]=[CH:20][C:19]([C:22]([F:25])([F:24])[F:23])=[CH:18][CH:17]=2)=[C:6]([CH:11]=1)[C:7]([O:9]C)=[O:8].[OH-].[Li+]>CO.O>[F:1][C:2]1[CH:3]=[CH:4][C:5]([O:12][CH2:13][C:14]#[C:15][C:16]2[CH:17]=[CH:18][C:19]([C:22]([F:23])([F:24])[F:25])=[CH:20][CH:21]=2)=[C:6]([CH:11]=1)[C:7]([OH:9])=[O:8] |f:1.2|. Procedure details: 100 mg (0.28 mmol) of methyl 5-fluoro-2-[3-(4-trifluoromethylphenyl)prop-2-ynyloxy]benzoate are dissolved in 2 ml of methanol and 2 ml of water, and 20.3 mg (0.85 mmol) of lithium hydroxide are added. After stirring at room temperature for 12 h, the crystals which have separated out are filtered off with suction, washed with water, 1 N hydrochloric acid and petroleum ether and dried on a clay dish. 74.9 mg (0.20 mmol, 71% of theory) of the title compound are isolated. Reactants: ClC=1C=CC=C2C=C(NC12)B1OC(C(O1)(C)C)(C)C (7-chloro-2-(4,4,5,5-tetramethyl-[1,3,2]dioxaborolan-2-yl)-1H-indole), CC=1C2=C(SC1)C=CC=C2 (3-methyl-benzo[b]thiophene). The product is CC1(OB(OC1(C)C)C1=C(C2=C(S1)C=CC=C2)C)C (4,4,5,5-Tetramethyl-2-(3-methyl-benzo[b]thiophen-2-yl)-[1,3,2]dioxaborolane). As a reaction SMILES: ClC1C=CC=C2C=1NC([B:11]1[O:15][C:14]([CH3:17])([CH3:16])[C:13]([CH3:19])([CH3:18])[O:12]1)=C2.[CH3:20][C:21]1[C:22]2[CH:29]=[CH:28][CH:27]=[CH:26][C:23]=2[S:24][CH:25]=1>>[CH3:18][C:13]1([CH3:19])[C:14]([CH3:17])([CH3:16])[O:15][B:11]([C:25]2[S:24][C:23]3[CH:26]=[CH:27][CH:28]=[CH:29][C:22]=3[C:21]=2[CH3:20])[O:12]1. Reported procedure: Prepared according to a procedure analogous to that described for 7-chloro-2-(4,4,5,5-tetramethyl-[1,3,2]dioxaborolan-2-yl)-1H-indole using 3-methyl-benzo[b]thiophene. Starting materials: C(C)P(C1=CC=C(C=C1)C(F)(F)F)C1=CC=C(C=C1)C(F)(F)F (ethyldi-(4-trifluormethylphenyl)phosphine), [H][H] (hydrogen), NC(=CC(=O)OC(C)(C)C)C=1C=NC=C(C1)OCC1=CC=CC=C1 (tert-butyl 3-amino-3-[5-(benzyloxy)pyridin-3-yl]prop-2-enoate). The reagents and catalysts are C1/C=C\CC/C=C\C1.C1/C=C\CC/C=C\C1.[Cl-].[Cl-].[Rh].[Rh] (chloro(1,5-cyclooctadien)rhodium(I) dimer), [Rh] (rhodium), [Rh] (rhodium). The solvent is FC(CO)(F)F (2,2,2-trifluoroethanol), FC(CO)(F)F (2,2,2-trifluoroethanol), FC(CO)(F)F (2,2,2-trifluoroethanol). Reaction conditions: time 40 minute. Product: N[C@@H](CC(=O)OC(C)(C)C)C=1C=NC=C(C1)OCC1=CC=CC=C1 (tert-butyl (3S)-3-amino-3-[5-(benzyloxy)pyridin-3-yl]propanoate). RXN SMILES: C(P(C1C=CC(C(F)(F)F)=CC=1)C1C=CC(C(F)(F)F)=CC=1)C.[NH2:24][C:25]([C:34]1[CH:35]=[N:36][CH:37]=[C:38]([O:40][CH2:41][C:42]2[CH:47]=[CH:46][CH:45]=[CH:44][CH:43]=2)[CH:39]=1)=[CH:26][C:27]([O:29][C:30]([CH3:33])([CH3:32])[CH3:31])=[O:28].[H][H]>FC(F)(F)CO.[Rh].C1CC=CCCC=C1.C1CC=CCCC=C1.[Cl-].[Cl-].[Rh].[Rh]>[NH2:24][C@H:25]([C:34]1[CH:35]=[N:36][CH:37]=[C:38]([O:40][CH2:41][C:42]2[CH:47]=[CH:46][CH:45]=[CH:44][CH:43]=2)[CH:39]=1)[CH2:26][C:27]([O:29][C:30]([CH3:33])([CH3:32])[CH3:31])=[O:28] |f:5.6.7.8.9.10|. Reported procedure: To chloro(1,5-cyclooctadien)rhodium(I) dimer (29 mg, 60 μmol) and (R)-(−)-1-[(S)-2-Di-tert.-butyl-phosphino)ferrocenyl]ethyldi-(4-trifluormethylphenyl)phosphine (81 mg, 120 μmol) under an argon atmosphere was added 2,2,2-trifluoroethanol (4 mL) and the solution was stirred for 40 minutes. To tert-butyl 3-amino-3-[5-(benzyloxy)pyridin-3-yl]prop-2-enoate (1.95 g/5.97 mmol) in degassed 2,2,2-trifluoroethanol (10 mL) in a pressure vessel was added the rhodium catalyst solution and the solution was s... Reactants: COC(C1=CC(C(=O)NC[C@@H]2CN[C@@H](C2)C(=O)N2CC(CC2)(F)F)=CC=C1)=O ((3S, 5S)-N-[5-(3,3-Difluoro-pyrrolidine-1-carbonyl)-pyrrolidin-3-ylmethyl]-isophthalamic acid methyl ester), 1.7, FC(C(=O)O)(F)F (Trifluoroacetic acid). The solvent is CO (methanol). Yields the product FC1(CN(CC1)C(=O)[C@@H]1C[C@@H](CN1)CNC(C=1C=C(C(=O)O)C=CC1)=O)F ((3S, 5S)-N-[5-(3,3-Difluoro-pyrrolidine-1-carbonyl)-pyrrolidin-3-ylmethyl]-isophthalamic acid). Reaction SMILES: C[O:2][C:3](=[O:28])[C:4]1[CH:27]=[CH:26][CH:25]=[C:6]([C:7]([NH:9][CH2:10][C@H:11]2[CH2:15][C@@H:14]([C:16]([N:18]3[CH2:22][CH2:21][C:20]([F:24])([F:23])[CH2:19]3)=[O:17])[NH:13][CH2:12]2)=[O:8])[CH:5]=1.FC(F)(F)C(O)=O>CO>[F:24][C:20]1([F:23])[CH2:21][CH2:22][N:18]([C:16]([C@H:14]2[NH:13][CH2:12][C@@H:11]([CH2:10][NH:9][C:7](=[O:8])[C:6]3[CH:5]=[C:4]([CH:27]=[CH:26][CH:25]=3)[C:3]([OH:28])=[O:2])[CH2:15]2)=[O:17])[CH2:19]1. Reported procedure: A mixture of Example 72 (58.8 mg) in 0.6 mL of methanol was treated with 1 mL of 1.7 NLiOH solution for 4 hours. Trifluoroacetic acid (300 μL) was added, and the mixture was purified by reverse-phase HPLC to provide the desired acid. MS (ESI) m/z 382 [M+H]+; 1H NMR (500 MHz, methanol-d4) δ ppm 1.57 (ddd, J=19.53, 12.97, 9.61 Hz, 1 H) 2.22 (m, 1 H) 2.32 (m, 1 H) 2.50 (m, 1 H) 2.61 (m, 1 H) 3.02 (dd, J=11.60, 9.15 Hz, 1 H) 3.31 (d, J=6.71 Hz, 2 H) 3.32 (m, 1 H) 3.54 (m, 2 H) 3.66 (m, 2 H) 4.36 (dt... Reactants: COC1=C(C=C(C=C1)N1CCN(CC1)CCC1=CC=CC=C1)C (1-(4-methoxy-3-methylphenyl)-4-phenethylpiperazine), C1(CCCCC1)CCCN1CCN(CC1)C1=C(C#N)C=C(C=C1)OC (2-[4-(3-cyclohexylpropyl)piperazin-1-yl]-5-methoxybenzonitrile). Product: C1(CCCCC1)CCCN1CCN(CC1)C1=C(C#N)C=C(C=C1)O (2-[4-(3-cyclohexylpropyl)piperazin-1-yl]-5-hydroxybenzonitrile). The yield is 62.1%. RXN SMILES: COC1C=CC(N2CCN(CCC3C=CC=CC=3)CC2)=CC=1C.[CH:24]1([CH2:30][CH2:31][CH2:32][N:33]2[CH2:38][CH2:37][N:36]([C:39]3[CH:46]=[CH:45][C:44]([O:47]C)=[CH:43][C:40]=3[C:41]#[N:42])[CH2:35][CH2:34]2)[CH2:29][CH2:28][CH2:27][CH2:26][CH2:25]1>>[CH:24]1([CH2:30][CH2:31][CH2:32][N:33]2[CH2:38][CH2:37][N:36]([C:39]3[CH:46]=[CH:45][C:44]([OH:47])=[CH:43][C:40]=3[C:41]#[N:42])[CH2:35][CH2:34]2)[CH2:29][CH2:28][CH2:27][CH2:26][CH2:25]1. Procedure details: Production Example 10 was repeated except that 1-(4-methoxy-3-methylphenyl)-4-phenethylpiperazine was replaced with 2-[4-(3-cyclohexylpropyl)piperazin-1-yl]-5-methoxybenzonitrile (430 mg), and the resulting crude product was purified on TLC (developer, chloroform: methanol=10:1) to provide 2-[4-(3-cyclohexylpropyl)piperazin-1-yl]-5-hydroxybenzonitrile (256 mg).